Dataset: the Open Reaction Database (ORD), a public repository of structured organic reaction records. Task: describe an organic reaction: reactants, conditions, products, and yield The reactants are CC(C)=CCCBr, O=Cc1c[nH]c2ccccc12. Yields the product CC(C)=CCCn1cc(C=O)c2ccccc21. Reaction SMILES: [Br:1][CH2:2][CH2:3][CH:4]=[C:5]([CH3:6])[CH3:7].[nH:8]1[cH:9][c:10]([CH:17]=[O:18])[c:11]2[cH:12][cH:13][cH:14][cH:15][c:16]12>>[CH2:2]([CH2:3][CH:4]=[C:5]([CH3:6])[CH3:7])[n:8]1[cH:9][c:10]([CH:17]=[O:18])[c:11]2[cH:12][cH:13][cH:14][cH:15][c:16]12. Reactants: C(#N)C=1C=C(C=CC1S(=O)(=O)C)C(C(=O)O)CC1CCCC1 (2-(3-cyano-4-methanesulfonyl-phenyl)-3-cyclopentyl-propionic acid), C[Si](N[Si](C)(C)C)(C)C (1,1,1,3,3,3-hexamethyldisilazane), C(C(=O)Cl)(=O)Cl (oxalyl chloride). The reagents and catalysts are CN(C=O)C (N,N-dimethylformamide). The solvent is C(Cl)Cl (methylene chloride). Reaction conditions: temperature 0 celsius, time 10 minute. Yields the product hexanes ethyl acetate, C(#N)C=1C=C(C=CC1S(=O)(=O)C)C(C(=O)N)CC1CCCC1 (2-(3-cyano-4-methanesulfonyl-phenyl)-3-cyclopentyl-propionamide). Isolated yield 71.0%. As a reaction SMILES: [C:1]([C:3]1[CH:4]=[C:5]([CH:13]([CH2:17][CH:18]2[CH2:22][CH2:21][CH2:20][CH2:19]2)[C:14](O)=[O:15])[CH:6]=[CH:7][C:8]=1[S:9]([CH3:12])(=[O:11])=[O:10])#[N:2].C(Cl)(=O)C(Cl)=O.C[Si](C)(C)[NH:31][Si](C)(C)C>C(Cl)Cl.CN(C)C=O>[C:1]([C:3]1[CH:4]=[C:5]([CH:13]([CH2:17][CH:18]2[CH2:22][CH2:21][CH2:20][CH2:19]2)[C:14]([NH2:31])=[O:15])[CH:6]=[CH:7][C:8]=1[S:9]([CH3:12])(=[O:11])=[O:10])#[N:2]. Procedure: A mixture of 2-(3-cyano-4-methanesulfonyl-phenyl)-3-cyclopentyl-propionic acid (200 mg, 0.62 mmol) in methylene chloride (2 mL) cooled to 0° C. was treated with N,N-dimethylformamide (2 drops). The reaction mixture was then slowly treated with oxalyl chloride (60 μL, 0.69 mmol). The reaction mixture was stirred at 0° C. for 10 min and then stirred at 25° C. for 1.5 h. The resulting reaction mixture was then treated dropwise with 1,1,1,3,3,3-hexamethyldisilazane (395 μL, 1.87 mmol) and subsequent...